The task is: describe an organic reaction: reactants, conditions, products, and yield. This data is from the Open Reaction Database (ORD), a public repository of structured organic reaction records. The reactants are O=C([O-])O, COCCOC, [Li]CCCC, COc1cccc2c1CCCC2=O, CC(C)NC(C)C, CC(C)[N-]C(C)C, CCCCI, [Li+], [Na+]. The product is CCCCC1(CCCC)CCc2c(OC)cccc2C1=O. As a reaction SMILES: [C:39](=[O:40])([OH:41])[O-:42].[CH2:44]([CH2:45][O:46][CH3:47])[O:48][CH3:49].[CH2:9]([CH2:10][CH2:11][CH3:12])[Li:13].[CH3:21][O:22][c:23]1[c:24]2[c:29]([cH:30][cH:31][cH:32]1)[C:28](=[O:33])[CH2:27][CH2:26][CH2:25]2.[CH:14]([NH:15][CH:16]([CH3:17])[CH3:18])([CH3:19])[CH3:20].[CH:1]([N-:2][CH:3]([CH3:4])[CH3:5])([CH3:6])[CH3:7].[I:34][CH2:35][CH2:36][CH2:37][CH3:38].[Li+:8].[Na+:43]>>[CH2:9]([CH2:10][CH2:11][CH3:12])[C:27]1([CH2:35][CH2:36][CH2:37][CH3:38])[CH2:26][CH2:25][c:24]2[c:23]([O:22][CH3:21])[cH:32][cH:31][cH:30][c:29]2[C:28]1=[O:33]. Starting materials: S1C(SC1)=C(C(=O)OC(C)C)C(=O)C(=O)OOCC (isopropyl 2-(1,3-dithietan-2-ylidene)-2-(ethoxycarboxycarbonyl)acetate), C(C1=CC=CC=C1)N (benzylamine). Solvent: C(Cl)Cl (methylene chloride). Reaction conditions: time 4 hour. The product is S1C(SC1)=C(C(=O)OC(C)C)C(NCC1=CC=CC=C1)=O (Isopropyl 2-(1,3-dithietan-2-ylidene)-2-(N-benzylcarbamoyl)acetate). As a reaction SMILES: [S:1]1[CH2:4][S:3][C:2]1=[C:5]([C:12](C(OOCC)=O)=[O:13])[C:6]([O:8][CH:9]([CH3:11])[CH3:10])=[O:7].[CH2:20]([NH2:27])[C:21]1[CH:26]=[CH:25][CH:24]=[CH:23][CH:22]=1>C(Cl)Cl>[S:3]1[CH2:4][S:1][C:2]1=[C:5]([C:12](=[O:13])[NH:27][CH2:20][C:21]1[CH:26]=[CH:25][CH:24]=[CH:23][CH:22]=1)[C:6]([O:8][CH:9]([CH3:10])[CH3:11])=[O:7]. Reported procedure: The mixture of isopropyl 2-(1,3-dithietan-2-ylidene)-2-(ethoxycarboxycarbonyl)acetate (15 g) and benzylamine (6.4 ml) in methylene chloride (150 ml) was stirred at room temperature for 4 hrs. The reaction mixture was then washed with dil-HCl and water to remove benzylamine. The solvent was evaporated and the residue was purified with ethyl acetate to give the titled compound as a white solid. (12.2 g, 77%). Reactants: O (H2O), C1(=CC=CC=C1)C1SC2=C(NC(C1)=O)C=CC=C2 (2,3-dihydro-2-phenyl-1,5-benzothiazepin-4(5H)-one), BrN1C(CCC1=O)=O (N-bromosuccinimide). Run in CN(C=O)C (dimethylformamide), CN(C=O)C (dimethylformamide). Reaction conditions: time 5 hour. Yields the product BrC1=C(SC2=C(NC1=O)C=CC=C2)C2=CC=CC=C2 (3-Bromo-2-phenyl-1,5-benzothiazepin-4(5H)-one). As a reaction SMILES: [C:1]1([CH:7]2[CH2:13][C:12](=[O:14])[NH:11][C:10]3[CH:15]=[CH:16][CH:17]=[CH:18][C:9]=3[S:8]2)[CH:6]=[CH:5][CH:4]=[CH:3][CH:2]=1.[Br:19]N1C(=O)CCC1=O.O>CN(C)C=O>[Br:19][C:13]1[C:12](=[O:14])[NH:11][C:10]2[CH:15]=[CH:16][CH:17]=[CH:18][C:9]=2[S:8][C:7]=1[C:1]1[CH:2]=[CH:3][CH:4]=[CH:5][CH:6]=1. Procedure details: A stirred solution of 25.5 g (0.1 mole) of 2,3-dihydro-2-phenyl-1,5-benzothiazepin-4(5H)-one (prepared as disclosed by Krapcho et al, J. Med. Chem., 6, 544, (1963)) in 250 ml of dimethylformamide is treated with a solution of 35 g (0.2 mole) of N-bromosuccinimide in 100 ml of dimethylformamide. The mixture is stirred at 105°-110° for 5 hours, cooled, and poured into 1.8 liters of cold H2O to precipitate a solid. After cooling overnight, the latter is filtered, washed with H2O, and air-dried; wt.... Reactants: CC1(C(N(CCC1)CC1=CC=CC=C1)=O)CC1=CC=CC=C1 (3-methyl-1,3-diphenylmethyl-2-piperidinone), N (NH3). Solvent: C1CCOC1 (THF). Yields the product CC1(C(NCCC1)=O)CC1=CC=CC=C1 (3-methyl-3-phenylmethyl-2-piperidinone). Isolated yield 156.4%. RXN SMILES: [CH3:1][C:2]1([CH2:16][C:17]2[CH:22]=[CH:21][CH:20]=[CH:19][CH:18]=2)[CH2:7][CH2:6][CH2:5][N:4](CC2C=CC=CC=2)[C:3]1=[O:15].N>C1COCC1>[CH3:1][C:2]1([CH2:16][C:17]2[CH:22]=[CH:21][CH:20]=[CH:19][CH:18]=2)[CH2:7][CH2:6][CH2:5][NH:4][C:3]1=[O:15]. Procedure details: The reaction of 3-methyl-1,3-diphenylmethyl-2-piperidinone (2.93 g, 10 mmol) with Li metal (0.70 g, 100 mmol) in THF (30 mL) and liquid NH3 (200 mL), as described above in the preparation of Example 11, gave 3.18 g of a colorless viscous residue. Flash chromatography over silica gel (1% MeOH in CHCl3 -EtOAc, 1:1) afforded the lactam (1.75 g, 86% ) as a colorless solid: mp 76-78° C. (ether-hexane). Reactants: O=C(O)c1cccnc1Cl, Nc1ccccc1F, Cc1ccccc1C. The product is O=C(O)c1cccnc1Nc1ccccc1F. Reaction SMILES: [Cl:1][c:2]1[c:3]([C:4](=[O:5])[OH:6])[cH:7][cH:8][cH:9][n:10]1.[NH2:11][c:12]1[cH:13][cH:14][cH:15][cH:16][c:17]1[F:18].[c:19]1([CH3:20])[c:21]([CH3:22])[cH:23][cH:24][cH:25][cH:26]1>>[c:2]1([NH:11][c:12]2[cH:13][cH:14][cH:15][cH:16][c:17]2[F:18])[c:3]([C:4](=[O:5])[OH:6])[cH:7][cH:8][cH:9][n:10]1. Starting materials: ClCl (chlorine), C30H31ClN4O4, CC=1C=C(C(=O)O)C=CC1C(=O)N1CCCC1 (3-methyl-4-(pyrrolidin-1-ylcarbonyl)benzoic acid), CN(C)C(=[N+](C)C)ON1C2=C(C=CC=C2)N=N1.[B-](F)(F)(F)F (TBTU), C(C)(C)N(CC)C(C)C (diisopropylethylamine), ClC1=CC2=C(NC(=N2)[C@H](CC2=CC(=C(C=C2)OC)OC)N)C=C1 ((1S)-1-(5-chloro-1H-benzimidazol-2-yl)-2-(3,4-di-methoxyphenyl)ethylamine). Run in ClCCl.C(C)O (dichloromethane ethanol), O1CCCC1 (tetrahydrofuran). The product is ClC1=CC2=C(NC(=N2)[C@H](CC2=CC(=C(C=C2)OC)OC)NC(C2=CC(=C(C=C2)C(=O)N2CCCC2)C)=O)C=C1 (N-[(1S)-1-(5-chloro-1H-benzimidazol-2-yl)-2-(3,4-dimethoxyphenyl)ethyl]-3-methyl-4-(pyrrolidin-1-ylcarbonyl)benzamide). RXN SMILES: [CH3:1][C:2]1[CH:3]=[C:4]([CH:8]=[CH:9][C:10]=1[C:11]([N:13]1[CH2:17][CH2:16][CH2:15][CH2:14]1)=[O:12])[C:5]([OH:7])=O.CN(C(ON1N=NC2C=CC=CC1=2)=[N+](C)C)C.[B-](F)(F)(F)F.C(N(C(C)C)CC)(C)C.[Cl:49][C:50]1[CH:71]=[CH:70][C:53]2[NH:54][C:55]([C@@H:57]([NH2:69])[CH2:58][C:59]3[CH:64]=[CH:63][C:62]([O:65][CH3:66])=[C:61]([O:67][CH3:68])[CH:60]=3)=[N:56][C:52]=2[CH:51]=1.ClCl>O1CCCC1.ClCCl.C(O)C>[Cl:49][C:50]1[CH:71]=[CH:70][C:53]2[NH:54][C:55]([C@@H:57]([NH:69][C:5](=[O:7])[C:4]3[CH:8]=[CH:9][C:10]([C:11]([N:13]4[CH2:17][CH2:16][CH2:15][CH2:14]4)=[O:12])=[C:2]([CH3:1])[CH:3]=3)[CH2:58][C:59]3[CH:64]=[CH:63][C:62]([O:65][CH3:66])=[C:61]([O:67][CH3:68])[CH:60]=3)=[N:56][C:52]=2[CH:51]=1 |f:1.2,7.8|. Procedure details: Prepared analogously to Example 1g from 3-methyl-4-(pyrrolidin-1-ylcarbonyl)benzoic acid, TBTU, diisopropylethylamine, and (1S)-1-(5-chloro-1H-benzimidazol-2-yl)-2-(3,4-di-methoxyphenyl)ethylamine in tetrahydrofuran. Yield: %; Rf value: 0.38 (silica gel: dichloromethane/ethanol=9:1); C30H31ClN4O4 (547.06); mass spectrum: (M+H)+=547/549 (chlorine isotope). Run at temperature 60 celsius, time 5 hour. Starting materials: CC(=O)C (acetone), C([C@@H](O)[C@@H](O)[C@H](O)[C@H](O)CO)O (D-mannitol), I (hydriodic acid). Solvent: N1=CC=CC=C1 (pyridine). Reaction SMILES: [CH3:1][C:2]([CH3:4])=[O:3].[CH2:5]([OH:16])[C@H:6]([C@H:8]([C@@H:10]([C@@H:12]([CH2:14]O)[OH:13])[OH:11])[OH:9])[OH:7].I>N1C=CC=CC=1>[CH3:1][C:2]1([CH3:4])[O:13][CH:12]([CH:10]2[O:11][C:6]([CH3:8])([CH3:5])[O:9][CH:8]2[CH:6]2[O:7][C:12]([CH3:14])([CH3:10])[O:16][CH2:5]2)[CH2:14][O:3]1. The yield is 90.0%. Procedure: To 200 ml of acetone were added 10.0 g of D-mannitol and 175 mg of hydriodic acid (57%) and the mixture was refluxed with stirring in a water bath at 60° C. for 5 hours. During this reaction, the refluxing solvent was dried with 20 g of Molecular Sieves 3A interposed between the reaction vessel and the cooling jacket. After completion of the reaction, a small amount of pyridine was added. The acetone was then distilled off under reduced pressure and the residue was dissolved in chloroform. The s... Yields the product CC1(OCC(O1)C2C(OC(O2)(C)C)C3COC(O3)(C)C)C (1,2:3,4:5,6-tri-O-isopropylidene-D-mannitol). Starting materials: C(C)(C)(C)OC(NC1(CCC1)C1=CC=C(C=C1)C1=C(OC2=CC(=CC=C2C1=O)C=1NN=CC1)C1=CC=CC=C1)=O ((1-{4-[4-oxo-2-phenyl-7-(2H-pyrazol-3-yl)-4H-chromen-3-yl]-phenyl}-cyclobutyl)-carbamic acid tert-butyl ester), C(C)(C)(C)OC(NC1(CCC1)C1=CC=C(C=C1)C1=C(OC2=C(C=CC=C2C1=O)Br)C1=CC=CC=C1)=O ({1-[4-(8-bromo-4-oxo-2-phenyl-4H-chromen-3-yl)-phenyl]-cyclobutyl}-carbamic acid tert-butyl ester), N1N=CC(=C1)B1OC(C)(C)C(C)(C)O1 (4-pyrazoleboronic acid pinacol ester). Product: C(C)(C)(C)OC(NC1(CCC1)C1=CC=C(C=C1)C1=C(OC2=C(C=CC=C2C1=O)C=1C=NNC1)C1=CC=CC=C1)=O ((1-{4-[4-oxo-2-phenyl-8-(1H-pyrazol-4-yl)-4H-chromen-3-yl]-phenyl}-cyclobutyl)-carbamic acid tert-butyl ester). Isolated yield 74.0%. As a reaction SMILES: [C:1]([O:5][C:6](=[O:40])[NH:7][C:8]1([C:12]2[CH:17]=[CH:16][C:15]([C:18]3[C:27](=[O:28])[C:26]4[C:21](=[CH:22][C:23](C5NN=CC=5)=[CH:24][CH:25]=4)[O:20][C:19]=3[C:34]3[CH:39]=[CH:38][CH:37]=[CH:36][CH:35]=3)=[CH:14][CH:13]=2)[CH2:11][CH2:10][CH2:9]1)([CH3:4])([CH3:3])[CH3:2].C(OC(=O)NC1(C2C=CC(C3C(=O)C4C(=C(Br)C=CC=4)OC=3C3C=CC=CC=3)=CC=2)CCC1)(C)(C)C.[NH:77]1[CH:81]=[C:80](B2OC(C)(C)C(C)(C)O2)[CH:79]=[N:78]1>>[C:1]([O:5][C:6](=[O:40])[NH:7][C:8]1([C:12]2[CH:13]=[CH:14][C:15]([C:18]3[C:27](=[O:28])[C:26]4[C:21](=[C:22]([C:80]5[CH:81]=[N:77][NH:78][CH:79]=5)[CH:23]=[CH:24][CH:25]=4)[O:20][C:19]=3[C:34]3[CH:39]=[CH:38][CH:37]=[CH:36][CH:35]=3)=[CH:16][CH:17]=2)[CH2:9][CH2:10][CH2:11]1)([CH3:3])([CH3:4])[CH3:2]. Reported procedure: Following the procedure used to prepare (1-{4-[4-oxo-2-phenyl-7-(2H-pyrazol-3-yl)-4H-chromen-3-yl]-phenyl}-cyclobutyl)-carbamic acid tert-butyl ester, {1-[4-(8-bromo-4-oxo-2-phenyl-4H-chromen-3-yl)-phenyl]-cyclobutyl}-carbamic acid tert-butyl ester was reacted with 4-pyrazoleboronic acid pinacol ester to give the title compound as a colourless oil (108 mg, 74%). LCMS (Method G): RT=3.86 min, [M+H]+=534. As a reaction SMILES: [C:40]([OH:41])([CH3:42])([CH3:43])[CH3:44].[CH3:25][CH2:26][CH2:27][CH2:28][O-:29].[CH3:31][CH2:32][OH:33].[CH3:34][CH2:35][O:36][CH2:37][CH3:38].[Cl:17][CH2:18][C:19](=[O:20])[O:21][CH2:22][CH3:23].[K:24].[Na:30].[O:1]=[C:2]1[c:3]2[cH:4][cH:5][c:6]([C:12](=[O:13])[O:14][CH2:15][CH3:16])[cH:7][c:8]2[CH2:9][CH2:10][CH2:11]1.[OH2:39]>>[CH:2]1([CH:19]=[O:20])[c:3]2[cH:4][cH:5][c:6]([C:12](=[O:13])[O:14][CH2:15][CH3:16])[cH:7][c:8]2[CH2:9][CH2:10][CH2:11]1. Yields the product CCOC(=O)c1ccc2c(c1)CCCC2C=O. Starting materials: CC(C)(C)O, CCCC[O-], CCO, CCOCC, CCOC(=O)CCl, [K], [Na], CCOC(=O)c1ccc2c(c1)CCCC2=O, O.